describe an organic reaction: reactants, conditions, products, and yield From a dataset of the Open Reaction Database (ORD), a public repository of structured organic reaction records. Starting materials: C(C)OC(=O)C1=CN=C(S1)OCC=1C(=NOC1C)C1=CC=CC=C1 (2-(5-methyl-3-phenyl-isoxazol-4-ylmethoxy)-thiazole-5-carboxylic acid ethyl ester), C(C)(C)N (isopropylamine), C[Al](C)C (trimethylaluminium), solution. Run in O1CCOCC1 (dioxane), O1CCOCC1 (dioxane), C1(=CC=CC=C1)C (toluene). Run at temperature 90 celsius, time 1 hour. Yields the product C(C)(C)NC(=O)C1=CN=C(S1)OCC=1C(=NOC1C)C1=CC=CC=C1 (2-(5-Methyl-3-phenyl-isoxazol-4-ylmethoxy)-thiazole-5-carboxylic acid isoprop-ylamide). Yield: 67.9%. As a reaction SMILES: [CH:1]([NH2:4])([CH3:3])[CH3:2].C[Al](C)C.C([O:11][C:12]([C:14]1[S:18][C:17]([O:19][CH2:20][C:21]2[C:22]([C:27]3[CH:32]=[CH:31][CH:30]=[CH:29][CH:28]=3)=[N:23][O:24][C:25]=2[CH3:26])=[N:16][CH:15]=1)=O)C>O1CCOCC1.C1(C)C=CC=CC=1>[CH:1]([NH:4][C:12]([C:14]1[S:18][C:17]([O:19][CH2:20][C:21]2[C:22]([C:27]3[CH:32]=[CH:31][CH:30]=[CH:29][CH:28]=3)=[N:23][O:24][C:25]=2[CH3:26])=[N:16][CH:15]=1)=[O:11])([CH3:3])[CH3:2]. Reported procedure: To a stirred solution of isopropylamine (66 mg, 1.12 mmol) in dioxane (5 mL) under argon and at room temperature was added trimethylaluminium (0.60 mL of a 2M solution in toluene, 1.20 mmol). After 1 h, a solution of 2-(5-methyl-3-phenyl-isoxazol-4-ylmethoxy)-thiazole-5-carboxylic acid ethyl ester (100 mg, 0.28 mmol) in dioxane (5 mL) was added and the reaction mixture warmed to 90° C. After 3 h, the reaction mixture was cooled, quenched with Seignettes's salt solution and water, then extracted ... The reactants are OC1=C(C=CC=C1)C(CS(=O)C)=O (2'-hydroxy-2-(methylsulfinyl)acetophenone), C(CCC)N (n-butylamine). Run in petroleum ether. The product is C(CCC)N=C(CS(=O)C)C1=C(C=CC=C1)O (2-[1-(Butylimino)-2-(methylsulfinyl)ethyl]phenol). Isolated yield 95.0%. Reaction SMILES: [OH:1][C:2]1[CH:7]=[CH:6][CH:5]=[CH:4][C:3]=1[C:8](=O)[CH2:9][S:10]([CH3:12])=[O:11].[CH2:14]([NH2:18])[CH2:15][CH2:16][CH3:17]>>[CH2:14]([N:18]=[C:8]([C:3]1[CH:4]=[CH:5][CH:6]=[CH:7][C:2]=1[OH:1])[CH2:9][S:10]([CH3:12])=[O:11])[CH2:15][CH2:16][CH3:17]. Procedure details: A solution of 2'-hydroxy-2-(methylsulfinyl)acetophenone (15 g, 0.076 mole) in n-butylamine (75 ml) was stirred at room temperature for 16 hrs. The reaction mixture was poured into petroleum ether (500 ml) and the product, which precipitated, was filtered off. Recrystallization from ethylacetate-cyclohexane gave yellow crystals (18.2 g, 95%), mp 128°-129°.